This data is from the Open Reaction Database (ORD), a public repository of structured organic reaction records. The task is: describe an organic reaction: reactants, conditions, products, and yield The solvent is COCCOC (1,2-dimethoxyethane). The reactants are CC1(OB(OC1(C)C)C=1C=NN(C1)C(=O)OC(C)(C)C)C (1,1-Dimethylethyl 4-(4,4,5,5-tetramethyl-1,3,2-dioxaborolan-2-yl)-1H-pyrazole-1-carboxylate), C([O-])([O-])=O.[Na+].[Na+] (sodium carbonate), BrC=1C=CC(=C(C(=O)NC2=CN=NC=C2)C1)OCC1=CC=C(C=C1)F (5-Bromo-2-{[(4-fluorophenyl)methyl]oxy}-N-4-pyridazinylbenzamide). Procedure: 1,1-Dimethylethyl 4-(4,4,5,5-tetramethyl-1,3,2-dioxaborolan-2-yl)-1H-pyrazole-1-carboxylate (110 mg, 0.37 mmol), sodium carbonate (0.75 ml, 0.75 mmol) and tetrakis(triphenylphosphine)palladium(0) (25.9 mg, 0.02 mmol) were added to a solution of 5-bromo-2-{[(4-fluorophenyl)methyl]oxy}-N-4-pyridazinylbenzamide (may be prepared as described in Example 77; 150 mg, 0.37 mmol) in 1,2-dimethoxyethane (5 ml). The reaction was heated at 120° C. for one hour. The solvent was removed in vacuo, triturated w... RXN SMILES: CC1(C)C(C)(C)OB([C:9]2[CH:10]=[N:11][N:12](C(OC(C)(C)C)=O)[CH:13]=2)O1.C(=O)([O-])[O-].[Na+].[Na+].Br[C:29]1[CH:30]=[CH:31][C:32]([O:44][CH2:45][C:46]2[CH:51]=[CH:50][C:49]([F:52])=[CH:48][CH:47]=2)=[C:33]([CH:43]=1)[C:34]([NH:36][C:37]1[CH:42]=[CH:41][N:40]=[N:39][CH:38]=1)=[O:35]>COCCOC.C1C=CC([P]([Pd]([P](C2C=CC=CC=2)(C2C=CC=CC=2)C2C=CC=CC=2)([P](C2C=CC=CC=2)(C2C=CC=CC=2)C2C=CC=CC=2)[P](C2C=CC=CC=2)(C2C=CC=CC=2)C2C=CC=CC=2)(C2C=CC=CC=2)C2C=CC=CC=2)=CC=1>[F:52][C:49]1[CH:48]=[CH:47][C:46]([CH2:45][O:44][C:32]2[CH:31]=[CH:30][C:29]([C:9]3[CH:13]=[N:12][NH:11][CH:10]=3)=[CH:43][C:33]=2[C:34]([NH:36][C:37]2[CH:42]=[CH:41][N:40]=[N:39][CH:38]=2)=[O:35])=[CH:51][CH:50]=1 |f:1.2.3,^1:62,64,83,102|. Reaction conditions: temperature 120 celsius. The reagents and catalysts are C=1C=CC(=CC1)[P](C=2C=CC=CC2)(C=3C=CC=CC3)[Pd]([P](C=4C=CC=CC4)(C=5C=CC=CC5)C=6C=CC=CC6)([P](C=7C=CC=CC7)(C=8C=CC=CC8)C=9C=CC=CC9)[P](C=1C=CC=CC1)(C=1C=CC=CC1)C=1C=CC=CC1 (tetrakis(triphenylphosphine)palladium(0)). The product is FC1=CC=C(C=C1)COC1=C(C(=O)NC2=CN=NC=C2)C=C(C=C1)C=1C=NNC1 (2-{[(4-Fluorophenyl)methyl]oxy}-5-(1H-pyrazol-4-yl)-N-4-pyridazinylbenzamide). Starting materials: OP(=O)(O)[O-].[K+] (KH2PO4), NC1=NC(=C(C(=N1)Cl)N=CN(C)C)Cl (2-amino-4,6-dichloro-5-{[(dimethylamino)methylene]amino}pyrimidine), P(=O)([O-])([O-])[O-].[K+].[K+].[K+] (potassium phosphate), P(O)(O)(O)=O (phosphoric acid), solution. Reagents/catalysts: P(O)(O)(O)=O (phosphoric acid). Run in CO.C(Cl)(Cl)Cl (methanol chloroform). Reaction conditions: temperature 125 celsius. The product is NC1=NC(=C(C(=N1)Cl)NC=O)Cl (N-(2-Amino-4,6-dichloro-5-pyrimidinyl)formamide). Yield: 68.0%. RXN SMILES: [NH2:1][C:2]1[N:7]=[C:6]([Cl:8])[C:5]([N:9]=[CH:10]N(C)C)=[C:4]([Cl:14])[N:3]=1.P([O-])([O-])([O-])=[O:16].[K+].[K+].[K+].OP([O-])(O)=O.[K+].P(=O)(O)(O)O>P(=O)(O)(O)O.CO.C(Cl)(Cl)Cl>[NH2:1][C:2]1[N:7]=[C:6]([Cl:8])[C:5]([NH:9][CH:10]=[O:16])=[C:4]([Cl:14])[N:3]=1 |f:1.2.3.4,5.6,9.10|. Procedure: A slurry of 2-amino-4,6-dichloro-5-{[(dimethylamino)methylene]amino}pyrimidine (Example 2, 1.50 g, 6.41 mmol) and 1.5 M aqueous potassium phosphate buffer (35 mL, prepared by adjusting the pH of a 1.5 M solution of KH2PO4 to 3.2 by addition of 85% phosphoric acid) was gently refluxed (in an oil bath at 125° C.). After 4 hours of reflux, the pH of the mixture was adjusted from 4 to 3 by addition of 4 drops of 85% phosphoric acid. After a total of 6 hours of reflux, TLC(silica gel plates developed... The reactants are ClC=1N=C(C2=C(N1)C(=CS2)C2=CC=CC=C2)Cl (2,4-dichloro-7-phenylthieno[3,2-d]pyrimidine), C(C=C)N (allylamine), ice water. The solvent is CN(C)C=O (DMF). Run at temperature 0 celsius, time 5 minute. Yields the product C(C=C)NC=1C2=C(N=C(N1)Cl)C(=CS2)C2=CC=CC=C2 (4-Allylamino-2-chloro-7-phenylthieno[3,2-d]pyrimidine). The yield is 88.4%. RXN SMILES: [Cl:1][C:2]1[N:3]=[C:4](Cl)[C:5]2[S:10][CH:9]=[C:8]([C:11]3[CH:16]=[CH:15][CH:14]=[CH:13][CH:12]=3)[C:6]=2[N:7]=1.[CH2:18]([NH2:21])[CH:19]=[CH2:20]>CN(C=O)C>[CH2:18]([NH:21][C:4]1[C:5]2[S:10][CH:9]=[C:8]([C:11]3[CH:16]=[CH:15][CH:14]=[CH:13][CH:12]=3)[C:6]=2[N:7]=[C:2]([Cl:1])[N:3]=1)[CH:19]=[CH2:20]. Procedure: In 1 ml of DMF, 176 mg (0.63 mmol) of 2,4-dichloro-7-phenylthieno[3,2-d]pyrimidine was dissolved, and then 79 mg (1.4 mmol) of allylamine was added dropwise thereto under ice cooling over 5 minutes. The reaction solution was stirred at 0° C. for one hour and then allowed to resume room temperature, followed by stirring for further 1 hour. After completion of the reaction, ice water was added to the reaction mixture, followed by extraction with ethyl acetate (30 ml×3). After the organic layer was... Reactants: ClC1=C(C=C(C=C1)[C@@H]1OC([C@H]([C@@H]([C@@H]1OCC1=CC=C(C=C1)OC)OCC1=CC=C(C=C1)OC)OCC1=CC=C(C=C1)OC)COCC1=CC=C(C=C1)OC)CO ((2-chloro-5-((2S,3R,4R,5R)-3,4,5-tris(4-methoxybenzyloxy)-6-((4-methoxybenzyloxy)methyl)tetrahydro-2H-pyran-2-yl)phenyl)methanol), C1(=CC=CC=C1)P(C1=CC=CC=C1)C1=CC=CC=C1 (triphenylphosphine), C(Br)(Br)(Br)Br (carbon tetrabromide). Run in O1CCCC1 (tetrahydrofuran), O1CCCC1 (tetrahydrofuran). Conditions: time 8 hour. The product is BrCC=1C=C(C=CC1Cl)[C@@H]1OC([C@H]([C@@H]([C@@H]1OCC1=CC=C(C=C1)OC)OCC1=CC=C(C=C1)OC)OCC1=CC=C(C=C1)OC)COCC1=CC=C(C=C1)OC ((2S,3R,4R,5R)-2-(3-(bromomethyl)-4-chlorophenyl)-3,4,5-tris(4-methoxybenzyloxy)-6-((4-methoxybenzyloxy)methyl)tetrahydro-2H-pyran). The yield is 79.5%. RXN SMILES: [Cl:1][C:2]1[CH:7]=[CH:6][C:5]([C@H:8]2[C@@H:13]([O:14][CH2:15][C:16]3[CH:21]=[CH:20][C:19]([O:22][CH3:23])=[CH:18][CH:17]=3)[C@@H:12]([O:24][CH2:25][C:26]3[CH:31]=[CH:30][C:29]([O:32][CH3:33])=[CH:28][CH:27]=3)[C@H:11]([O:34][CH2:35][C:36]3[CH:41]=[CH:40][C:39]([O:42][CH3:43])=[CH:38][CH:37]=3)[CH:10]([CH2:44][O:45][CH2:46][C:47]3[CH:52]=[CH:51][C:50]([O:53][CH3:54])=[CH:49][CH:48]=3)[O:9]2)=[CH:4][C:3]=1CO.C1(P(C2C=CC=CC=2)C2C=CC=CC=2)C=CC=CC=1.[C:76]([Br:80])(Br)(Br)Br>O1CCCC1>[Br:80][CH2:76][C:3]1[CH:4]=[C:5]([C@H:8]2[C@@H:13]([O:14][CH2:15][C:16]3[CH:17]=[CH:18][C:19]([O:22][CH3:23])=[CH:20][CH:21]=3)[C@@H:12]([O:24][CH2:25][C:26]3[CH:31]=[CH:30][C:29]([O:32][CH3:33])=[CH:28][CH:27]=3)[C@H:11]([O:34][CH2:35][C:36]3[CH:41]=[CH:40][C:39]([O:42][CH3:43])=[CH:38][CH:37]=3)[CH:10]([CH2:44][O:45][CH2:46][C:47]3[CH:48]=[CH:49][C:50]([O:53][CH3:54])=[CH:51][CH:52]=3)[O:9]2)[CH:6]=[CH:7][C:2]=1[Cl:1]. Procedure details: To a solution of the product from step D (0.36 g, 0.46 mmol) in tetrahydrofuran (5.0 mL) at 0° C. was added triphenylphosphine (0.36 g, 1.38 mmol), followed by dropwise addition of a solution of carbon tetrabromide (0.46 g, 1.38 mmol) in tetrahydrofuran (5.0 mL). The reaction mixture was allowed to warm to room temperature and stirred for 8 hours. The reaction solution was then quenched by addition of methanol and stirred for 15 minutes at room temperature. The resultant mixture was concentrated... Starting materials: C(CCC)[Sn](CCCC)(CCCC)Cl (tributyltin chloride), C(C)(C)(C)C1=CC=C(C=C1)C#C[C@H]1CCC(N1CC1=C(C=C(C=C1)OC)OC)=O ((5R)-5-[(4-tert-butylphenyl)ethynyl]-1-(2,4-dimethoxybenzyl)pyrrolidin-2-one). The reagents and catalysts are C1CCC(CC1)P(C2CCCCC2)C3CCCCC3.C1CCC(CC1)P(C2CCCCC2)C3CCCCC3.[Cl-].[Cl-].[Pd+2] (Bis(tricyclohexylphosphine)palladium(II) dichloride). Run in O1CCCC1 (tetrahydrofuran). Reaction conditions: time 2 hour. Yields the product C(C)(C)(C)C1=CC=C(C=C1)\C(=C/[C@H]1CCC(N1CC1=C(C=C(C=C1)OC)OC)=O)\[Sn](CCCC)(CCCC)CCCC ((5R)-5-[(E)-2-(4-tert-Butylphenyl)-2-(tributylstannyl)ethenyl]-1-(2,4-dimethoxybenzyl)pyrrolidin-2-one). Isolated yield 96.0%. As a reaction SMILES: [CH2:1]([Sn:5](Cl)([CH2:10][CH2:11][CH2:12][CH3:13])[CH2:6][CH2:7][CH2:8][CH3:9])[CH2:2][CH2:3][CH3:4].[C:15]([C:19]1[CH:24]=[CH:23][C:22]([C:25]#[C:26][C@@H:27]2[N:31]([CH2:32][C:33]3[CH:38]=[CH:37][C:36]([O:39][CH3:40])=[CH:35][C:34]=3[O:41][CH3:42])[C:30](=[O:43])[CH2:29][CH2:28]2)=[CH:21][CH:20]=1)([CH3:18])([CH3:17])[CH3:16]>O1CCCC1.C1CCC(P(C2CCCCC2)C2CCCCC2)CC1.C1CCC(P(C2CCCCC2)C2CCCCC2)CC1.[Cl-].[Cl-].[Pd+2]>[C:15]([C:19]1[CH:24]=[CH:23][C:22](/[C:25](/[Sn:5]([CH2:6][CH2:7][CH2:8][CH3:9])([CH2:10][CH2:11][CH2:12][CH3:13])[CH2:1][CH2:2][CH2:3][CH3:4])=[CH:26]\[C@@H:27]2[N:31]([CH2:32][C:33]3[CH:38]=[CH:37][C:36]([O:39][CH3:40])=[CH:35][C:34]=3[O:41][CH3:42])[C:30](=[O:43])[CH2:29][CH2:28]2)=[CH:21][CH:20]=1)([CH3:18])([CH3:16])[CH3:17] |f:3.4.5.6.7|. Reported procedure: Bis(tricyclohexylphosphine)palladium(II) dichloride (230 mg) and tributyltin chloride (1.0 mL) were sequentially added to a solution of (5R)-5-[(4-tert-butylphenyl)ethynyl]-1-(2,4-dimethoxybenzyl)pyrrolidin-2-one (1.24 g) in tetrahydrofuran (15 mL) in a nitrogen gas stream, and the mixture was stirred at room temperature for two hours. The reaction solution was filtered through celite, and then the filtrate was concentrated. The residue was purified by silica gel column chromatography (hexane:et... Reactants: CC(=O)[O-], CC(=O)[O-], CCCCCCCCCCCCCC(=O)O, Cc1ccccc1, [Cu+2], O=Cc1c(I)cc[nH]c1=O, OB(O)c1ccc(F)cc1, Cc1cccc(C)n1. Yields the product O=Cc1c(I)ccn(-c2ccc(F)cc2)c1=O. Reaction SMILES: [C:52]([O-:53])(=[O:54])[CH3:55].[C:57]([O-:58])(=[O:59])[CH3:60].[CH3:21][CH2:22][CH2:23][CH2:24][CH2:25][CH2:26][CH2:27][CH2:28][CH2:29][CH2:30][CH2:31][CH2:32][CH2:33][C:34](=[O:35])[OH:36].[CH3:45][c:46]1[cH:47][cH:48][cH:49][cH:50][cH:51]1.[Cu+2:56].[I:1][c:2]1[c:3]([CH:9]=[O:10])[c:4](=[O:8])[nH:5][cH:6][cH:7]1.[OH:11][B:12]([OH:13])[c:14]1[cH:15][cH:16][c:17]([F:18])[cH:19][cH:20]1.[n:37]1[c:38]([CH3:39])[cH:40][cH:41][cH:42][c:43]1[CH3:44]>>[I:1][c:2]1[c:3]([CH:9]=[O:10])[c:4](=[O:8])[n:5](-[c:14]2[cH:15][cH:16][c:17]([F:18])[cH:19][cH:20]2)[cH:6][cH:7]1.